This data is from the Open Reaction Database (ORD), a public repository of structured organic reaction records. The task is: describe an organic reaction: reactants, conditions, products, and yield Reactants: Cl.S1C2=C(C=C1)C(=CC=C2)N2CCNCC2 (1-benzo[b]thiophen-4-yl-piperazine hydrochloride), O (water), C([O-])([O-])=O.[K+].[K+] (potassium carbonate), C(C)(=O)OCCCCBr (4-bromobutyl acetate). Run in CN(C=O)C (dimethylformamide). Conditions: temperature 80 celsius, time 6 hour. The product is C(C)(=O)OCCCCN1CCN(CC1)C1=CC=CC=2SC=CC21 (4-(4-benzo[b]thiophen-4-yl-piperazin-1-yl)butyl acetate). The yield is 55.5%. RXN SMILES: Cl.[S:2]1[CH:6]=[CH:5][C:4]2[C:7]([N:11]3[CH2:16][CH2:15][NH:14][CH2:13][CH2:12]3)=[CH:8][CH:9]=[CH:10][C:3]1=2.C(=O)([O-])[O-].[K+].[K+].[C:23]([O:26][CH2:27][CH2:28][CH2:29][CH2:30]Br)(=[O:25])[CH3:24].O>CN(C)C=O>[C:23]([O:26][CH2:27][CH2:28][CH2:29][CH2:30][N:14]1[CH2:15][CH2:16][N:11]([C:7]2[C:4]3[CH:5]=[CH:6][S:2][C:3]=3[CH:10]=[CH:9][CH:8]=2)[CH2:12][CH2:13]1)(=[O:25])[CH3:24] |f:0.1,2.3.4|. Reported procedure: 1.0 g (3.9 mmol) of 1-benzo[b]thiophen-4-yl-piperazine hydrochloride was suspended in 20 ml of dimethylformamide (DMF), and potassium carbonate (1.3 g, 9.4 mmol) and 4-bromobutyl acetate (0.7 ml, 4.8 mmol) were added thereto. The reaction mixture was stirred at 80° C. for 6 hours, cooled to room temperature, and water was added thereto, and extracted with ethyl acetate. The organic phase was washed with water, dried over sodium sulfate, and concentrated under reduced pressure. The obtained resid... Starting materials: O=C1C2=C(NN1C1=CC=C(C#N)C=C1)C=1C=CC=CC1SC2 (4-(3-oxo-1,4-dihydro-3H-thiochromeno[4,3-c]pyrazol-2-yl)-benzonitrile). Solvent: CS(=O)C (DMSO). The product is O=C1C=2C(=NN1C1=CC=C(C#N)C=C1)C=1C=CC=CC1SC2 (4-(3-oxo-3H-thiochromeno[4,3-c]pyrazol-2-yl)-benzonitrile). Isolated yield 36.0%. RXN SMILES: [O:1]=[C:2]1[N:6]([C:7]2[CH:14]=[CH:13][C:10]([C:11]#[N:12])=[CH:9][CH:8]=2)[NH:5][C:4]2[C:15]3[CH:16]=[CH:17][CH:18]=[CH:19][C:20]=3[S:21][CH2:22][C:3]1=2>CS(C)=O>[O:1]=[C:2]1[N:6]([C:7]2[CH:8]=[CH:9][C:10]([C:11]#[N:12])=[CH:13][CH:14]=2)[N:5]=[C:4]2[C:15]3[CH:16]=[CH:17][CH:18]=[CH:19][C:20]=3[S:21][CH:22]=[C:3]12. Procedure: A solution of 4-(3-oxo-1,4-dihydro-3H-thiochromeno[4,3-c]pyrazol-2-yl)-benzonitrile (0.100 g, 0.33 mmol) in DMSO (2 ml) was stirred vigorously at room temperature and air was flushed over the solution. After 48 h the precipitation was filtered, washed with toluen and dried. The crude product recrystallized from toluene to yield 4-(3-oxo-3H-thiochromeno[4,3-c]pyrazol-2-yl)-benzonitrile (0.036 g): 1H NMR (400 MHz, CDCl3) δ 8.65 (1H, s), 8.53 (1H, d), 8.38 (2H, d), 7.72 (2H, d), 7.66 (2H, t), 7.58-... The reactants are [Al+3], CCOC(=O)N1CC=C(C)CC1C(C)(C)c1ccc(OC)cc1, [H-], [H-], [H-], [H-], [Li+], [Na+], C1CCOC1, [OH-]. Yields the product COc1ccc(C(C)(C)C2CC(C)=CCN2C)cc1. Reaction SMILES: [Al+3:25].[CH2:1]([O:2][C:4](=[O:3])[N:6]1[CH:7]([C:13]([CH3:14])([CH3:15])[c:16]2[cH:17][cH:18][c:19]([O:22][CH3:23])[cH:20][cH:21]2)[CH2:8][C:9]([CH3:12])=[CH:10][CH2:11]1)[CH3:5].[H-:24].[H-:27].[H-:28].[H-:29].[Li+:26].[Na+:31].[O:32]1[CH2:33][CH2:34][CH2:35][CH2:36]1.[OH-:30]>>[CH3:4][N:6]1[CH:7]([C:13]([CH3:14])([CH3:15])[c:16]2[cH:17][cH:18][c:19]([O:22][CH3:23])[cH:20][cH:21]2)[CH2:8][C:9]([CH3:12])=[CH:10][CH2:11]1. Starting materials: OC1=CC=C(C(=O)CCCNC2=C(C=CC(=C2)OC)C2CC=3C=CC(=CC3CC2)OC(C(C)(C)C)=O)C=C1 (pivalic acid 6-{2-[(4-hydroxybenzoyl)propylamino]-4-methoxyphenyl}-5,6,7,8-tetrahydronaphthalen-2-yl ester), ClC(C(=O)N1CCCCC1)C (2-chloro-1-piperidin-1-ylpropan-1-one). Product: COC1=CC(=C(C=C1)C1CC=2C=CC(=CC2CC1)O)NCCCCC1=CC=C(C=C1)OC(CN1CCCCC1)C (6-{4-Methoxy-2-{[4-(1-methyl-2-piperidin-1-ylethoxy)benzyl]propylamino}phenyl}-5,6,7,8-tetrahydronaphthalen-2-ol). Isolated yield 29.8%. As a reaction SMILES: [OH:1][C:2]1[CH:38]=[CH:37][C:5]([C:6]([CH2:8][CH2:9][CH2:10][NH:11][C:12]2[CH:17]=[C:16]([O:18][CH3:19])[CH:15]=[CH:14][C:13]=2[CH:20]2[CH2:29][CH2:28][C:27]3[CH:26]=[C:25]([O:30]C(=O)C(C)(C)C)[CH:24]=[CH:23][C:22]=3[CH2:21]2)=O)=[CH:4][CH:3]=1.Cl[CH:40]([CH3:49])[C:41]([N:43]1[CH2:48][CH2:47][CH2:46][CH2:45][CH2:44]1)=O>>[CH3:19][O:18][C:16]1[CH:15]=[CH:14][C:13]([CH:20]2[CH2:29][CH2:28][C:27]3[CH:26]=[C:25]([OH:30])[CH:24]=[CH:23][C:22]=3[CH2:21]2)=[C:12]([NH:11][CH2:10][CH2:9][CH2:8][CH2:6][C:5]2[CH:37]=[CH:38][C:2]([O:1][CH:40]([CH3:49])[CH2:41][N:43]3[CH2:48][CH2:47][CH2:46][CH2:45][CH2:44]3)=[CH:3][CH:4]=2)[CH:17]=1. Procedure: Synthesized from pivalic acid 6-{2-[(4-hydroxybenzoyl)propylamino]-4-methoxyphenyl}-5,6,7,8-tetrahydronaphthalen-2-yl ester (30 mg) and 2-chloro-1-piperidin-1-ylpropan-1-one (21 mg) according to an analogous synthetic method to Example 404 and purified by LC-MS, the title compound (9.4 mg) was obtained.